From a dataset of the Open Reaction Database (ORD), a public repository of structured organic reaction records. describe an organic reaction: reactants, conditions, products, and yield Starting materials: C(C)(C)N(CC)C(C)C (diisopropylethylamine), CCN=C=NCCCN(C)C.Cl (EDC.HCl), C=1C=CC2=C(C1)N=NN2O (HOBt), Cl.CONOOC (N,O-dimethoxyhydroxylamine hydrochloride), NC=1C(=NC=C(N1)C)C(=O)O (3-Amino-5-methyl-pyrazin-2-carboxylic acid). Solvent: CN(C)C=O (DMF). Reaction conditions: temperature 0 celsius, time 4 hour. Yields the product CON(C(=O)C1=NC=C(N=C1N)C)C (3-amino-5-methyl-pyrazin-2-carboylic acid methoxy-methyl-amide). RXN SMILES: [NH2:1][C:2]1[C:3]([C:9]([OH:11])=O)=[N:4][CH:5]=[C:6]([CH3:8])[N:7]=1.C([N:15]([CH:18](C)C)CC)(C)C.CCN=C=NCCCN(C)C.Cl.C1C=CC2N(O)N=NC=2C=1.Cl.[CH3:44][O:45]NOOC>CN(C=O)C>[CH3:44][O:45][N:15]([CH3:18])[C:9]([C:3]1[C:2]([NH2:1])=[N:7][C:6]([CH3:8])=[CH:5][N:4]=1)=[O:11] |f:2.3,5.6|. Procedure details: 3-Amino-5-methyl-pyrazin-2-carboxylic acid (0.48 g, 3.12 mmol) is dissolved in anhydrous DMF (10 ml) under N2. The brown solution is cooled to 0° C., and diisopropylethylamine (1.48 ml, 7.9 mmol), EDC.HCl (0.75 g, 3.8 mmol), HOBt (0.58 g, 3.8 mmol) and N,O-dimethoxyhydroxylamine hydrochloride (0.37 g, 3.8 mmol) are added and the reaction is stirred at 0° C. for 1 hour and at room temperature for 4 hours. The solvent is concentrated in vacuo, and the residue is diluted with EtOAc and aq. NaHCO3. ... Reactants: CC(=O)Nc1cccc(-n2nc(Br)c(=O)n(Cc3ccc4c(c3)OC(F)(F)O4)c2=O)c1, C[O-], [Cl-], [NH4+], [Na+], CN(C)C=O. The product is COc1nn(-c2cccc(NC(C)=O)c2)c(=O)n(Cc2ccc3c(c2)OC(F)(F)O3)c1=O. Reaction SMILES: [Br:1][c:2]1[c:3](=[O:31])[n:4]([CH2:19][c:20]2[cH:21][c:22]3[c:23]([cH:29][cH:30]2)[O:24][C:25]([F:27])([F:28])[O:26]3)[c:5](=[O:18])[n:6](-[c:8]2[cH:9][c:10]([NH:14][C:15]([CH3:16])=[O:17])[cH:11][cH:12][cH:13]2)[n:7]1.[CH3:37][O-:38].[Cl-:40].[NH4+:41].[Na+:39].[O:32]=[CH:33][N:34]([CH3:35])[CH3:36]>>[c:2]1([O:32][CH3:33])[c:3](=[O:31])[n:4]([CH2:19][c:20]2[cH:21][c:22]3[c:23]([cH:29][cH:30]2)[O:24][C:25]([F:27])([F:28])[O:26]3)[c:5](=[O:18])[n:6](-[c:8]2[cH:9][c:10]([NH:14][C:15]([CH3:16])=[O:17])[cH:11][cH:12][cH:13]2)[n:7]1. Starting materials: COCCOC=1C=C2C(=NC=NC2=CC1OCCOC)SC=1C=C(C=CC1)NC(=O)NC1=NOC(=C1)C(C)(C)C (1-{3-[6,7-bis(2-methoxyethoxy)quinazolin-4-ylthio]phenyl}-3-(5-tert-butylisoxazol-3-yl)urea), Cl.CCOCC (HCl Et2O). Solvent: CO (MeOH), C(Cl)Cl (CH2Cl2). Yields the product Cl.COCCOC=1C=C2C(=NC=NC2=CC1OCCOC)SC=1C=C(C=CC1)NC(=O)NC1=NOC(=C1)C(C)(C)C (1-{3-[6,7-bis(2-methoxyethoxy)quinazolin-4-ylthio]phenyl}-3-(5-tert-butylisoxazol-3-yl)urea hydrochloride). The yield is 40.0%. Reaction SMILES: [CH3:1][O:2][CH2:3][CH2:4][O:5][C:6]1[CH:7]=[C:8]2[C:13](=[CH:14][C:15]=1[O:16][CH2:17][CH2:18][O:19][CH3:20])[N:12]=[CH:11][N:10]=[C:9]2[S:21][C:22]1[CH:23]=[C:24]([NH:28][C:29]([NH:31][C:32]2[CH:36]=[C:35]([C:37]([CH3:40])([CH3:39])[CH3:38])[O:34][N:33]=2)=[O:30])[CH:25]=[CH:26][CH:27]=1.[ClH:41].CCOCC>C(Cl)Cl.CO>[ClH:41].[CH3:1][O:2][CH2:3][CH2:4][O:5][C:6]1[CH:7]=[C:8]2[C:13](=[CH:14][C:15]=1[O:16][CH2:17][CH2:18][O:19][CH3:20])[N:12]=[CH:11][N:10]=[C:9]2[S:21][C:22]1[CH:23]=[C:24]([NH:28][C:29]([NH:31][C:32]2[CH:36]=[C:35]([C:37]([CH3:40])([CH3:39])[CH3:38])[O:34][N:33]=2)=[O:30])[CH:25]=[CH:26][CH:27]=1 |f:1.2,5.6|. Procedure: As described in Example 6B Step 2, to a solution of 1-{3-[6,7-bis(2-methoxyethoxy)quinazolin-4-ylthio]phenyl}-3-(5-tert-butylisoxazol-3-yl)urea in CH2Cl2 and MeOH was added 1.0 M HCl/Et2O solution (2 eq.), to afford 1-{3-[6,7-bis(2-methoxyethoxy)quinazolin-4-ylthio]phenyl}-3-(5-tert-butylisoxazol-3-yl)urea hydrochloride as solid (0.098 g, 40%). 1H NMR (300 MHz, DMSO-d6) δ 9.66 (s, 1H), 9.23 (s, 1H), 8.72 (s, 1H), 7.85 (s, 1H), 7.52 (d, 1H), 7.44 (t, 1H), 7.44 (s, 1H), 7.38 (s, 1H), 7.28 (d, 1H),... The reactants are [O-]CC.[Na+] (sodium ethoxide), FC1=CC=C(C=O)C=C1 (4-fluorobenzaldehyde), FC1=CC=C(C=O)C=C1 (4-fluorobenzaldehyde), CC(=O)C1CC1 (cyclopropyl methyl ketone). The solvent is C(C)O (ethanol), C(C)O (ethanol). Conditions: time 2 hour. The product is C1(CC1)C(C=CC1=CC=C(C=C1)F)=O (1-Cyclopropyl-3-(4-fluorophenyl)-2-propen-1-one). Isolated yield 89.7%. RXN SMILES: [F:1][C:2]1[CH:9]=[CH:8][C:5]([CH:6]=O)=[CH:4][CH:3]=1.[CH3:10][C:11]([CH:13]1[CH2:15][CH2:14]1)=[O:12].[O-]CC.[Na+]>C(O)C>[CH:13]1([C:11](=[O:12])[CH:10]=[CH:6][C:5]2[CH:8]=[CH:9][C:2]([F:1])=[CH:3][CH:4]=2)[CH2:15][CH2:14]1 |f:2.3|. Procedure: A mixture of 4-fluorobenzaldehyde (9.30 g, 75.00 mmol, Aldrich) and cyclopropyl methyl ketone (6.30 g, 75.00 mmol) in absolute ethanol (100 ml) was treated with a solution of sodium ethoxide in ethanol (21% by weight solution; 2.79 ml, 7.50 mmol). After stirring for 2 hours at room temperature, additional 4-fluorobenzaldehyde was added (1.86 g, 15.00 mmol). The reaction mixture was stirred for 2 hours, concentrated to 1/3 volume and partitioned between 50% saturated NH4Cl/EtOAc (100 ml/250 ml). ... Reactants: C(C1=CC=CC=C1)N([C@H]1[C@@H](CN(C1)C1=CC=C(C=C1)F)O)CC1=CC=CC=C1 ((3R,4R)-4-(dibenzylamino)-1-(4-fluorophenyl)pyrrolidin-3-ol). The reagents and catalysts are [OH-].[Pd+2].[OH-] (palladium hydroxide). The solvent is CO (methanol). Reaction conditions: temperature 50 celsius, time 1 day. Yields the product N[C@H]1[C@@H](CN(C1)C1=CC=C(C=C1)F)O ((3R,4R)-4-Amino-1-(4-fluorophenyl)pyrrolidin-3-ol). Yield: 122.0%. As a reaction SMILES: C([N:8](CC1C=CC=CC=1)[C@@H:9]1[CH2:13][N:12]([C:14]2[CH:19]=[CH:18][C:17]([F:20])=[CH:16][CH:15]=2)[CH2:11][C@H:10]1[OH:21])C1C=CC=CC=1>[OH-].[Pd+2].[OH-].CO>[NH2:8][C@@H:9]1[CH2:13][N:12]([C:14]2[CH:15]=[CH:16][C:17]([F:20])=[CH:18][CH:19]=2)[CH2:11][C@H:10]1[OH:21] |f:1.2.3|. Procedure: A methanol suspension (4.6 mL) of (3R,4R)-4-(dibenzylamino)-1-(4-fluorophenyl)pyrrolidin-3-ol (230 mg, 0.61 mmol) synthesized in Reference Synthesis Example 73 and palladium hydroxide-activated carbon catalyst (23 mg) was stirred under hydrogen atmosphere at 50° C. for 1 day. After completion of the reaction, the suspension was filtered with Celite and the filtrate was concentrated under reduced pressure to obtain a crude product (146 mg) of the title compound.